describe an organic reaction: reactants, conditions, products, and yield From a dataset of the Open Reaction Database (ORD), a public repository of structured organic reaction records. The reactants are COC(=O)c1cc(Br)cc2c1ccn2C(C)C, C1CCOC1, O=C1CCC(=O)N1Cl. Product: COC(=O)c1cc(Br)cc2c1c(Cl)cn2C(C)C. As a reaction SMILES: [Br:1][c:2]1[cH:3][c:4]([C:14](=[O:15])[O:16][CH3:17])[c:5]2[cH:6][cH:7][n:8]([CH:11]([CH3:12])[CH3:13])[c:9]2[cH:10]1.[CH2:26]1[O:27][CH2:28][CH2:29][CH2:30]1.[Cl:18][N:19]1[C:20](=[O:21])[CH2:22][CH2:23][C:24]1=[O:25]>>[Br:1][c:2]1[cH:3][c:4]([C:14](=[O:15])[O:16][CH3:17])[c:5]2[c:6]([Cl:18])[cH:7][n:8]([CH:11]([CH3:12])[CH3:13])[c:9]2[cH:10]1. Reactants: CN(C)C=O (DMF), C([O-])([O-])=O.[K+].[K+] (potassium carbonate), C(C1=CC=CC=C1)Br (benzyl bromide), FC1=C(C(=CC=C1F)[N+](=O)[O-])O (2,3-difluoro-6-nitrophenol). Run in C1CCOC1 (THF). Reaction conditions: temperature 60 celsius, time 6 hour. The product is C(C1=CC=CC=C1)OC1=C(C(=CC=C1[N+](=O)[O-])F)F (1-benzyloxy-2,3-difluoro-6-nitrobenzene). Yield: 27.5%. As a reaction SMILES: [F:1][C:2]1[C:7]([F:8])=[CH:6][CH:5]=[C:4]([N+:9]([O-:11])=[O:10])[C:3]=1[OH:12].C(=O)([O-])[O-].[K+].[K+].[CH2:19](Br)[C:20]1[CH:25]=[CH:24][CH:23]=[CH:22][CH:21]=1.CN(C=O)C>C1COCC1>[CH2:19]([O:12][C:3]1[C:4]([N+:9]([O-:11])=[O:10])=[CH:5][CH:6]=[C:7]([F:8])[C:2]=1[F:1])[C:20]1[CH:25]=[CH:24][CH:23]=[CH:22][CH:21]=1 |f:1.2.3|. Procedure details: In THF (200 ml) was dissolved 2,3-difluoro-6-nitrophenol (10.0 g, 57.1 mmol), followed by the addition of potassium carbonate (15.8 g, 114.2 mmol) and benzyl bromide (7.47 ml, 62.8 mmol) at room temperature. The reaction mixture was stirred at 60° C. for 6 hours. DMF (100 ml) was added to the reaction mixture and the mixture was stirred at 60° C. for 24 hours. After cooling to room temperature, the reaction mixture was distilled under reduced pressure to remove the solvent. The residue was dilut... Starting materials: C(C)NC([O-])=O.OC=1C=CC=2C(C3C(CNC3)C2C1)C (N-ethylcarbamate 5-hydroxy-8-methyl-1,2,3,3a,8,8a-hexahydroindeno[1,2-c]pyrrole), FC1=C(CBr)C=CC=C1 (2-fluorobenzyl bromide). The product is C(C)NC([O-])=O.FC1=C(COC=2C=CC=3C(C4C(CNC4)C3C2)C)C=CC=C1 (N-Ethylcarbamate 5-(2-fluorobenzyloxy)-8-methyl-1,2,3,3a,8,8a-hexahydroindeno[1,2-c]pyrrole), crude product. Reaction SMILES: [CH2:1]([NH:3][C:4](=[O:6])[O-:5])[CH3:2].[OH:7][C:8]1[CH:9]=[CH:10][C:11]2[CH:12]([CH3:20])[CH:13]3[CH2:17][NH:16][CH2:15][CH:14]3[C:18]=2[CH:19]=1.[F:21][C:22]1[CH:29]=[CH:28][CH:27]=[CH:26][C:23]=1[CH2:24]Br>>[CH2:1]([NH:3][C:4](=[O:5])[O-:6])[CH3:2].[F:21][C:22]1[CH:29]=[CH:28][CH:27]=[CH:26][C:23]=1[CH2:24][O:7][C:8]1[CH:9]=[CH:10][C:11]2[CH:12]([CH3:20])[CH:13]3[CH2:17][NH:16][CH2:15][CH:14]3[C:18]=2[CH:19]=1 |f:0.1,3.4|. Procedure details: The subtitle compound was prepared by the method of Example 43, Step B utilizing N-ethylcarbamate-5-hydroxy-8-methyl-1,2,3,3a,8,8a-hexahydroindeno[1,2-c]pyrrole (from Example 43, Step A) (0.1 mmol) and 2-fluorobenzyl bromide. The crude product was obtained without further purification. MS calculated for C22H24FNO3+H: 370, observed: 370. As a reaction SMILES: [CH3:72][CH2:73][O:74][C:75](=[O:76])[CH3:77].[Fe+2:71].[I:12][c:13]1[cH:14][c:15]([Br:19])[cH:16][cH:17][cH:18]1.[Na+:20].[Na+:21].[O-:22][C:23](=[O:24])[O-:25].[O:27]=[CH:28][N:29]([CH3:30])[CH3:31].[OH2:26].[OH:1][CH2:2][c:3]1[cH:4][cH:5][c:6]([B:9]([OH:10])[OH:11])[cH:7][cH:8]1.[Pd:32]([Cl:33])[Cl:34].[cH:35]1[cH:36][cH:37][c:38]([P:39]([c:40]2[cH:41][cH:42][cH:43][cH:44][cH:45]2)[c-:46]2[cH:47][cH:48][cH:49][cH:50]2)[cH:51][cH:52]1.[cH:53]1[cH:54][cH:55][c:56]([P:57]([c:58]2[cH:59][cH:60][cH:61][cH:62][cH:63]2)[c-:64]2[cH:65][cH:66][cH:67][cH:68]2)[cH:69][cH:70]1>>[OH:1][CH2:2][c:3]1[cH:4][cH:5][c:6](-[c:13]2[cH:14][c:15]([Br:19])[cH:16][cH:17][cH:18]2)[cH:7][cH:8]1. Reactants: CCOC(C)=O, [Fe+2], Brc1cccc(I)c1, [Na+], [Na+], O=C([O-])[O-], CN(C)C=O, O, OCc1ccc(B(O)O)cc1, Cl[Pd]Cl, c1ccc(P(c2ccccc2)[c-]2cccc2)cc1, c1ccc(P(c2ccccc2)[c-]2cccc2)cc1. Product: OCc1ccc(-c2cccc(Br)c2)cc1. The reactants are C(C)(C)(C)OC(=O)N1CCC(CC1)C(=O)C1=CC2=C(OCO2)C=C1 (4-(benzo[1,3]dioxole-5-carbonyl)-piperidine-1-carboxylic acid tert-butyl ester), C(=O)(C(F)(F)F)O (TFA). Solvent: C(Cl)Cl (DCM). Conditions: time 2.5 hour. Product: O1COC2=C1C=CC(=C2)C(=O)C2CCNCC2 (Benzo[1,3]dioxol-5-yl-piperidin-4-yl-methanone). Isolated yield 90.0%. Reaction SMILES: C(OC([N:8]1[CH2:13][CH2:12][CH:11]([C:14]([C:16]2[CH:24]=[CH:23][C:19]3[O:20][CH2:21][O:22][C:18]=3[CH:17]=2)=[O:15])[CH2:10][CH2:9]1)=O)(C)(C)C.C(O)(C(F)(F)F)=O>C(Cl)Cl>[O:20]1[C:19]2[CH:23]=[CH:24][C:16]([C:14]([CH:11]3[CH2:10][CH2:9][NH:8][CH2:13][CH2:12]3)=[O:15])=[CH:17][C:18]=2[O:22][CH2:21]1. Procedure details: To a solution of 4-(benzo[1,3]dioxole-5-carbonyl)-piperidine-1-carboxylic acid tert-butyl ester (0.50 g, 1.5 mmol) in 10 mL of DCM, was added 2 mL of TFA. The reaction mixture was stirred at ambient temperature for 2.5 hours, then solvent was removed by reduced pressure to yield the title product (0.35 g, 1.35 mmol). MS (ESI) m/z 234.9 (M+H+); HPLC (Novapak 150×3.9 mm C-18 column: mobile phase: 35-90% acetonitrile/water with 0.1% TFA, at 2 mL/min over 2 min.) t 1.11 min. Starting materials: CCOC(C)=O, OCc1cc(C2OC(COCc3ccccc3)C(OCc3ccccc3)C(OCc3ccccc3)C2OCc2ccccc2)ccc1Cl, BrP(Br)Br, c1ccncc1. Product: Clc1ccc(C2OC(COCc3ccccc3)C(OCc3ccccc3)C(OCc3ccccc3)C2OCc2ccccc2)cc1CBr. As a reaction SMILES: [CH3:59][CH2:60][O:61][C:62](=[O:63])[CH3:64].[Cl:1][c:2]1[c:3]([CH2:47][OH:48])[cH:4][c:5]([CH:8]2[O:9][CH:10]([CH2:38][O:39][CH2:40][c:41]3[cH:42][cH:43][cH:44][cH:45][cH:46]3)[CH:11]([O:30][CH2:31][c:32]3[cH:33][cH:34][cH:35][cH:36][cH:37]3)[CH:12]([O:22][CH2:23][c:24]3[cH:25][cH:26][cH:27][cH:28][cH:29]3)[CH:13]2[O:14][CH2:15][c:16]2[cH:17][cH:18][cH:19][cH:20][cH:21]2)[cH:6][cH:7]1.[P:55]([Br:56])([Br:57])[Br:58].[cH:49]1[cH:50][cH:51][n:52][cH:53][cH:54]1>>[Cl:1][c:2]1[c:3]([CH2:47][Br:56])[cH:4][c:5]([CH:8]2[O:9][CH:10]([CH2:38][O:39][CH2:40][c:41]3[cH:42][cH:43][cH:44][cH:45][cH:46]3)[CH:11]([O:30][CH2:31][c:32]3[cH:33][cH:34][cH:35][cH:36][cH:37]3)[CH:12]([O:22][CH2:23][c:24]3[cH:25][cH:26][cH:27][cH:28][cH:29]3)[CH:13]2[O:14][CH2:15][c:16]2[cH:17][cH:18][cH:19][cH:20][cH:21]2)[cH:6][cH:7]1.